The task is: describe an organic reaction: reactants, conditions, products, and yield. This data is from the Open Reaction Database (ORD), a public repository of structured organic reaction records. Starting materials: CC(C)(C)NC(=O)n1nc(NCC(=O)NC2CNC2)c2cc(C(F)(F)F)ccc21, CCOC(=O)C1CCC(=O)CC1. The product is CCOC(=O)C1CCC(N2CC(NC(=O)CNc3nn(C(=O)NC(C)(C)C)c4ccc(C(F)(F)F)cc34)C2)CC1. As a reaction SMILES: [C:1]([CH3:2])([CH3:3])([CH3:4])[NH:5][C:6](=[O:7])[n:8]1[n:9][c:10]([NH:21][CH2:22][C:23]([NH:24][CH:25]2[CH2:26][NH:27][CH2:28]2)=[O:29])[c:11]2[cH:12][c:13]([C:17]([F:18])([F:19])[F:20])[cH:14][cH:15][c:16]12.[CH2:30]([CH3:31])[O:32][C:33](=[O:34])[CH:35]1[CH2:36][CH2:37][C:38](=[O:41])[CH2:39][CH2:40]1>>[C:1]([CH3:2])([CH3:3])([CH3:4])[NH:5][C:6](=[O:7])[n:8]1[n:9][c:10]([NH:21][CH2:22][C:23]([NH:24][CH:25]2[CH2:26][N:27]([CH:38]3[CH2:37][CH2:36][CH:35]([C:33]([O:32][CH2:30][CH3:31])=[O:34])[CH2:40][CH2:39]3)[CH2:28]2)=[O:29])[c:11]2[cH:12][c:13]([C:17]([F:18])([F:19])[F:20])[cH:14][cH:15][c:16]12. Reactants: p-nitrophenyl ester, C(C)(C)(C)OC(=O)N[C@@H](CC1=CC=CC=C1)C(=O)O (tert-butoxycarbonylphenylalanine), NCC(=O)O (glycine). Product: C(C)(C)(C)OC(=O)N[C@@H](CC1=CC=CC=C1)C(=O)NCC(=O)O (tert-butoxycarbonylphenylalanylglycine). Reaction SMILES: [C:1]([O:5][C:6]([NH:8][C@H:9]([C:17]([OH:19])=O)[CH2:10][C:11]1[CH:16]=[CH:15][CH:14]=[CH:13][CH:12]=1)=[O:7])([CH3:4])([CH3:3])[CH3:2].[NH2:20][CH2:21][C:22]([OH:24])=[O:23]>>[C:1]([O:5][C:6]([NH:8][C@H:9]([C:17]([NH:20][CH2:21][C:22]([OH:24])=[O:23])=[O:19])[CH2:10][C:11]1[CH:12]=[CH:13][CH:14]=[CH:15][CH:16]=1)=[O:7])([CH3:2])([CH3:3])[CH3:4]. Procedure details: p-nitrophenyl ester of tert-butoxycarbonylphenylalanine is reacted with glycine to obtain tert-butoxycarbonylphenylalanylglycine; The reactants are O=C(O)C=Cc1cc(F)cc(F)c1, C1CCOC1, O=S(=O)(O)O. Product: O=C(O)CCc1cc(F)cc(F)c1. As a reaction SMILES: [F:1][c:2]1[cH:3][c:4]([CH:5]=[CH:6][C:7](=[O:8])[OH:9])[cH:10][c:11]([F:13])[cH:12]1.[O:19]1[CH2:20][CH2:21][CH2:22][CH2:23]1.[S:14](=[O:15])(=[O:16])([OH:17])[OH:18]>>[F:1][c:2]1[cH:3][c:4]([CH2:5][CH2:6][C:7](=[O:8])[OH:9])[cH:10][c:11]([F:13])[cH:12]1.